Dataset: the Open Reaction Database (ORD), a public repository of structured organic reaction records. Task: describe an organic reaction: reactants, conditions, products, and yield Starting materials: O=C([O-])[O-], CC(=O)O, CO, O=C(N1CC(CCl)c2c1ccc1cc([N+](=O)[O-])ccc21)C(F)(F)F, [Cs+], [Cs+], C1COCCO1, O. Product: O=[N+]([O-])c1ccc2c3c(ccc2c1)NCC3CCl. As a reaction SMILES: [C:25](=[O:26])([O-:27])[O-:28].[C:31]([OH:32])(=[O:33])[CH3:34].[CH3:42][OH:43].[Cl:1][CH2:2][CH:3]1[CH2:4][N:5]([C:19](=[O:20])[C:21]([F:22])([F:23])[F:24])[c:6]2[cH:7][cH:8][c:9]3[c:10]([c:11]21)[cH:12][cH:13][c:14]([N+:16](=[O:17])[O-:18])[cH:15]3.[Cs+:29].[Cs+:30].[O:35]1[CH2:36][CH2:37][O:38][CH2:39][CH2:40]1.[OH2:41]>>[Cl:1][CH2:2][CH:3]1[CH2:4][NH:5][c:6]2[cH:7][cH:8][c:9]3[c:10]([c:11]21)[cH:12][cH:13][c:14]([N+:16](=[O:17])[O-:18])[cH:15]3. Reactants: C-26 tosylate, O=C1[C@H]([C@@H](CCC[C@H](CO)C)C)[C@]2(CC[C@@H]3[C@]4(CC[C@@H](CC4=CC[C@H]3[C@@H]2C1)O)C)C ((25R)-16-oxo-26-hydroxycholesterol), O=C1[C@H]([C@@H](CCC[C@H](CO)C)C)[C@]2(CC[C@@H]3[C@]4(CC[C@@H](CC4=CC[C@H]3[C@@H]2C1)O)C)C ((25R)-16-oxo-26-hydroxycholesterol), C1(C=2C(C(N1)=O)=CC=CC2)=O.[K] (potassium phthalimide), monotosylate (25R)-16-oxo-26-hydroxycholesterol 26-tosylate, O=C1[C@H]([C@@H](CCC[C@H](CO)C)C)[C@]2(CC[C@@H]3[C@]4(CC[C@@H](CC4=CC[C@H]3[C@@H]2C1)O)C)C ((25R)-16-oxo-26-hydroxycholesterol), compound ( 8 ). Yields the product O=C1[C@H]([C@@H](CCC[C@H](CN2C(C=3C(C2=O)=CC=CC3)=O)C)C)[C@]3(CC[C@@H]2[C@]4(CC[C@@H](CC4=CC[C@H]2[C@@H]3C1)O)C)C ((25R)-16-oxo-26-phthalimidocholesterol). RXN SMILES: [O:1]=[C:2]1[CH2:27][C@@H:26]2[C@:13]([CH3:30])([CH2:14][CH2:15][C@H:16]3[C@H:25]2[CH2:24][CH:23]=[C:22]2[C@:17]3([CH3:29])[CH2:18][CH2:19][C@H:20]([OH:28])[CH2:21]2)[C@H:3]1[C@H:4]([CH3:12])[CH2:5][CH2:6][CH2:7][C@@H:8]([CH3:11])[CH2:9]O.[C:31]1(=[O:41])[NH:35][C:34](=[O:36])[C:33]2=[CH:37][CH:38]=[CH:39][CH:40]=[C:32]12.[K]>>[O:1]=[C:2]1[CH2:27][C@@H:26]2[C@:13]([CH3:30])([CH2:14][CH2:15][C@H:16]3[C@H:25]2[CH2:24][CH:23]=[C:22]2[C@:17]3([CH3:29])[CH2:18][CH2:19][C@H:20]([OH:28])[CH2:21]2)[C@H:3]1[C@H:4]([CH3:12])[CH2:5][CH2:6][CH2:7][C@@H:8]([CH3:9])[CH2:11][N:35]1[C:31](=[O:41])[C:32]2=[CH:40][CH:39]=[CH:38][CH:37]=[C:33]2[C:34]1=[O:36] |f:1.2,^1:41|. Procedure: According to Scheme 2, (25R)-16β-26-dihydroxycholesterol (2) is selectively oxidized at the C-16 position to produce (25R)-16-oxo-26-hydroxycholesterol (9). Compound (9) is then converted to the monotosylate (25R)-16-oxo-26-hydroxycholesterol 26-tosylate (8) directly or by indirect means by solvolysis of (25R)-16-oxo-26-hydroxycholesterol 3β,26-diotsylate (7) derived from Compound 9. The C-26 tosylate of compound (8) is then displaced with potassium phthalimide to produce key compound (5) as des... Starting materials: CN(C)C(c1ccccc1)C1CCCCC1=O, [Cl-], Fc1cccc(Cl)c1CCl, [Mg], [NH4+]. Product: CN(C)C(c1ccccc1)C1CCCCC1(O)Cc1c(F)cccc1Cl. RXN SMILES: [CH3:12][N:13]([CH3:14])[CH:15]([CH:16]1[C:17](=[O:22])[CH2:18][CH2:19][CH2:20][CH2:21]1)[c:23]1[cH:24][cH:25][cH:26][cH:27][cH:28]1.[Cl-:29].[Cl:2][c:3]1[c:4]([CH2:5][Cl:6])[c:7]([F:11])[cH:8][cH:9][cH:10]1.[Mg:1].[NH4+:30]>>[Cl:2][c:3]1[c:4]([CH2:5][C:17]2([OH:22])[CH:16]([CH:15]([N:13]([CH3:12])[CH3:14])[c:23]3[cH:24][cH:25][cH:26][cH:27][cH:28]3)[CH2:21][CH2:20][CH2:19][CH2:18]2)[c:7]([F:11])[cH:8][cH:9][cH:10]1. Reactants: C1CCOC1, CC(C)(C)[O-], CCOC(C)=O, Cc1c(NC(=O)N2CCC(O[Si](C)(C)C(C)(C)C)C2(C)CO)ccc(C#N)c1Cl, [K+], O, Cc1ccc(S(=O)(=O)Cl)cc1. Yields the product Cc1c(N2CC3(C)C(O[Si](C)(C)C(C)(C)C)CCN3C2=O)ccc(C#N)c1Cl. As a reaction SMILES: [CH2:47]1[O:48][CH2:49][CH2:50][CH2:51]1.[CH3:30][C:31]([CH3:32])([O-:33])[CH3:34].[CH3:53][CH2:54][O:55][C:56]([CH3:57])=[O:58].[Cl:1][c:2]1[c:3]([CH3:29])[c:4]([NH:10][C:11](=[O:12])[N:13]2[C:14]([CH3:26])([CH2:27][OH:28])[CH:15]([O:18][Si:19]([CH3:20])([CH3:21])[C:22]([CH3:23])([CH3:24])[CH3:25])[CH2:16][CH2:17]2)[cH:5][cH:6][c:7]1[C:8]#[N:9].[K+:35].[OH2:52].[c:36]1([CH3:37])[cH:38][cH:39][c:40]([S:41]([Cl:42])(=[O:43])=[O:44])[cH:45][cH:46]1>>[Cl:1][c:2]1[c:3]([CH3:29])[c:4]([N:10]2[C:11](=[O:12])[N:13]3[C:14]([CH3:26])([CH:15]([O:18][Si:19]([CH3:20])([CH3:21])[C:22]([CH3:23])([CH3:24])[CH3:25])[CH2:16][CH2:17]3)[CH2:27]2)[cH:5][cH:6][c:7]1[C:8]#[N:9]. Reactants: N#N (N2), CCN(C(C)C)C(C)C (Hunig's base), BrC1=CN=C2N1N=C(C=C2)N2CCNCC2 (3-bromo-6-piperazin-1-yl-imidazo[1,2-b]pyridazine), C1(=C(C(=C(C(=C1F)F)F)N)F)N.Cl.Cl (dihydrochloride), CC(CC(=O)Cl)(C)C (3,3-dimethylbutanoyl chloride). Solvent: C(C)(=O)OCC (ethyl acetate). The product is BrC1=CN=C2N1N=C(C=C2)N2CCN(CC2)C(CC(C)(C)C)=O (1-(4-(3-Bromoimidazo[1,2-b]pyridazin-6-yl)piperazin-1-yl)-3,3-dimethylbutan-1-one). Reaction SMILES: N#N.[Br:3][C:4]1[N:8]2[N:9]=[C:10]([N:13]3[CH2:18][CH2:17][NH:16][CH2:15][CH2:14]3)[CH:11]=[CH:12][C:7]2=[N:6][CH:5]=1.C1(N)C(F)=C(F)C(F)=C(N)C=1F.Cl.Cl.[CH3:33][C:34]([CH3:40])([CH3:39])[CH2:35][C:36](Cl)=[O:37].CCN(C(C)C)C(C)C>C(OCC)(=O)C>[Br:3][C:4]1[N:8]2[N:9]=[C:10]([N:13]3[CH2:14][CH2:15][N:16]([C:36](=[O:37])[CH2:35][C:34]([CH3:40])([CH3:39])[CH3:33])[CH2:17][CH2:18]3)[CH:11]=[CH:12][C:7]2=[N:6][CH:5]=1 |f:2.3.4|. Procedure: To a rapidly stirred, ambient temperature, N2 blanketed, suspension of 3-bromo-6-piperazin-1-yl-imidazo[1,2-b]pyridazine (dihydrochloride (400.5 mg, 1.1 mmol) and 3,3-dimethylbutanoyl chloride [7065-46-5] (0.2 mL, 1.4 mmol) in ethyl acetate (50 mL) was added Hunig's base [7087-68-5] (0.8 mL, 4.6 mmol) and the reaction allowed to stir over night. Once complete, the reaction was washed with brine, dried (MgSO4), and crystallized from chilled ethyl acetate/heptane to afford 392.5 mg of white crysta... Reactants: C(C)(C)(C)OC(N(C1=CC=NC=C1)CCOC1=CC(=CC(=C1)C(N(CCOC1=NC=CC=C1)C(C)C)=O)Cl)=O ({2-[3-chloro-5-(isopropyl-2-(pyridin-2-yloxy)-ethyl-carbamoyl)-phenoxy]-ethyl}-pyridin-4-yl-carbamic acid tert-butyl ester), C(=O)(C(F)(F)F)O (TFA). Run in ClCCl (dichloromethane). Yields the product ClC=1C=C(C(=O)N(CCOC2=NC=CC=C2)C(C)C)C=C(C1)OCCNC1=CC=NC=C1 (3-Chloro-N-isopropyl-5-[2-(pyridin-4-ylamino)-ethoxy]-N-[2-(pyridin-2-yloxy)-ethyl]-benzamide). Isolated yield 18.5%. Reaction SMILES: C(OC(=O)[N:7]([CH2:14][CH2:15][O:16][C:17]1[CH:22]=[C:21]([C:23](=[O:37])[N:24]([CH:34]([CH3:36])[CH3:35])[CH2:25][CH2:26][O:27][C:28]2[CH:33]=[CH:32][CH:31]=[CH:30][N:29]=2)[CH:20]=[C:19]([Cl:38])[CH:18]=1)[C:8]1[CH:13]=[CH:12][N:11]=[CH:10][CH:9]=1)(C)(C)C.C(O)(C(F)(F)F)=O>ClCCl>[Cl:38][C:19]1[CH:20]=[C:21]([CH:22]=[C:17]([O:16][CH2:15][CH2:14][NH:7][C:8]2[CH:13]=[CH:12][N:11]=[CH:10][CH:9]=2)[CH:18]=1)[C:23]([N:24]([CH:34]([CH3:36])[CH3:35])[CH2:25][CH2:26][O:27][C:28]1[CH:33]=[CH:32][CH:31]=[CH:30][N:29]=1)=[O:37]. Procedure: A solution of {2-[3-chloro-5-(isopropyl-2-(pyridin-2-yloxy)-ethyl-carbamoyl)-phenoxy]-ethyl}-pyridin-4-yl-carbamic acid tert-butyl ester (0.033 g) and TFA (0.4 ml) in dichloromethane (0.4 ml) was stirred at room temp for 3 h then concentrated under vacuum. The residue was purified by flash chromatography on silica eluting with dichloromethane/methanol/ammonia (94:6:1) to give the title compound as a colourless gum (0.005 g). Starting materials: NCCC1=CC=C(C=C1)O (Tyramine), S1C2=C(C(=C1)C1=NC(=C3N=CN(C3=N1)C(C)C)Cl)C=CC=C2 (2-(benzo[b]thiophen-3-yl)-6-chloro-9-isopropyl-9H-purine), NCCC1=CC=C(C=C1)O (tyramine). Solvent: CC(C)O (2-propanol). Reaction conditions: temperature 85 celsius. The product is S1C2=C(C(=C1)C1=NC(=C3N=CN(C3=N1)C(C)C)NCCC1=CC=C(C=C1)O)C=CC=C2 (4-(2-(2-(benzo[b]thiophen-3-yl)-9-isopropyl-9H-purin-6-ylamino)ethyl)phenol). As a reaction SMILES: [S:1]1[CH:5]=[C:4]([C:6]2[N:14]=[C:13]3[C:9]([N:10]=[CH:11][N:12]3[CH:15]([CH3:17])[CH3:16])=[C:8](Cl)[N:7]=2)[C:3]2[CH:19]=[CH:20][CH:21]=[CH:22][C:2]1=2.[NH2:23][CH2:24][CH2:25][C:26]1[CH:31]=[CH:30][C:29]([OH:32])=[CH:28][CH:27]=1>CC(O)C>[S:1]1[CH:5]=[C:4]([C:6]2[N:14]=[C:13]3[C:9]([N:10]=[CH:11][N:12]3[CH:15]([CH3:17])[CH3:16])=[C:8]([NH:23][CH2:24][CH2:25][C:26]3[CH:31]=[CH:30][C:29]([OH:32])=[CH:28][CH:27]=3)[N:7]=2)[C:3]2[CH:19]=[CH:20][CH:21]=[CH:22][C:2]1=2. Reported procedure: 2-(benzo[b]thiophen-3-yl)-6-chloro-9-isopropyl-9H-purine (2.2 g, 0.0067 mol) was suspended in anhydrous 2-propanol (70 mL) in a pressure tube. Tyramine (1.01 g, 0.0074 mol) was added. The tube was sealed and heated at 85° C. for 16 hr. Additional tyramine (0.50 g, 0.0037 mol) was added and the mixture was heated at 85° C. for 48 hr. The reaction was concentrated. Aqueous sodium bicarbonate solution was added to the residue, which was extracted with EtOAc. The combined organic extracts were dried... Starting materials: BrC1=CC=C(N=N1)OC1=C(C=C(N)C=C1)Cl (4-(6-bromo-3-pyridazinyloxy)-3-chloroaniline), O (water), Example 1 ( 1 ), [N+](=O)([O-])C1=C(C(=O)N=C=O)C=CC(=C1)[N+](=O)[O-] (2,4-dinitrobenzoyl isocyanate). Solvent: O1CCOCC1 (dioxane), O1CCOCC1 (dioxane). The product is [N+](=O)([O-])C1=C(C(=O)NC(=O)NC2=CC(=C(C=C2)OC=2N=NC(=CC2)Br)Cl)C=CC(=C1)[N+](=O)[O-] (N-(2,4-dinitrobenzoyl)-N'-[4-(6-bromo-3-pyridazinyloxy) -3-chlorophenyl]urea). Isolated yield 40.7%. Reaction SMILES: [Br:1][C:2]1[N:7]=[N:6][C:5]([O:8][C:9]2[CH:15]=[CH:14][C:12]([NH2:13])=[CH:11][C:10]=2[Cl:16])=[CH:4][CH:3]=1.[N+:17]([C:20]1[CH:30]=[C:29]([N+:31]([O-:33])=[O:32])[CH:28]=[CH:27][C:21]=1[C:22]([N:24]=[C:25]=[O:26])=[O:23])([O-:19])=[O:18].O>O1CCOCC1>[N+:17]([C:20]1[CH:30]=[C:29]([N+:31]([O-:33])=[O:32])[CH:28]=[CH:27][C:21]=1[C:22]([NH:24][C:25]([NH:13][C:12]1[CH:14]=[CH:15][C:9]([O:8][C:5]2[N:6]=[N:7][C:2]([Br:1])=[CH:3][CH:4]=2)=[C:10]([Cl:16])[CH:11]=1)=[O:26])=[O:23])([O-:19])=[O:18]. Procedure details: 1.10 g of 4-(6-bromo-3-pyridazinyloxy)-3-chloroaniline obtained in the same manner as in the above Synthetic Example 1 (1), was dissolved in 7 ml of dioxane. To this solution, 8 ml of a dioxane solution containing 0.87 g of 2,4-dinitrobenzoyl isocyanate was dropwise added, and the mixture was reacted at room temperature for 4 hours. After the completion of the reaction, the reaction product was poured into warm water, and the precipitates were separated by filtration. The precipitates were stirr... Starting materials: [H-].[Na+] (sodium hydride), C(C)(=O)OCCC1=CC(=C(C=C1)O)OC ((4-hydroxy-3-methoxy-phenyl)-ethyl acetate), O (water), ClCOCCOC (1-chloromethoxy-2-methoxy-ethane). The solvent is O1CCCC1 (tetrahydrofuran), CN(C=O)C (dimethylformamide), C(C)(=O)OCC (ethyl acetate). Run at time 45 minute. Product: C(C)(=O)OCCC1=CC(=C(C=C1)OCOCCOC)OC ([3-methoxy-4-(2-methoxy-ethoxymethoxy)-phenyl]-ethyl acetate). Isolated yield 97.0%. Reaction SMILES: [H-].[Na+].[C:3]([O:6][CH2:7][CH2:8][C:9]1[CH:14]=[CH:13][C:12]([OH:15])=[C:11]([O:16][CH3:17])[CH:10]=1)(=[O:5])[CH3:4].Cl[CH2:19][O:20][CH2:21][CH2:22][O:23][CH3:24].O>O1CCCC1.CN(C)C=O.C(OCC)(=O)C>[C:3]([O:6][CH2:7][CH2:8][C:9]1[CH:14]=[CH:13][C:12]([O:15][CH2:19][O:20][CH2:21][CH2:22][O:23][CH3:24])=[C:11]([O:16][CH3:17])[CH:10]=1)(=[O:5])[CH3:4] |f:0.1|. Reported procedure: 0.9 g (23 mmol) of 60% sodium hydride is added in portions to a previously cooled solution of 4 g (19 mmol) of (4-hydroxy-3-methoxy-phenyl)-ethyl acetate in 20 ml of tetrahydrofuran and 20 ml of dimethylformamide. After stirring at room temperature for 45 minutes, 2.4 ml (21 mmol) of 1-chloromethoxy-2-methoxy-ethane is added dropwise. After stirring at room temperature for 1 hour, water and ethyl acetate are added. The organic phase is washed with saturated sodium chloride solution, dried over m... The reactants are N1(CCCC1)C1CCNCC1 (4-Pyrrolidin-1-yl-piperidine), BrCC#N (bromoacetonitrile). Yields the product N1(CCCC1)C1CCN(CC1)CC#N ((4-Pyrrolidin-1-yl-piperidin-1-yl)-acetonitrile). RXN SMILES: [N:1]1([CH:6]2[CH2:11][CH2:10][NH:9][CH2:8][CH2:7]2)[CH2:5][CH2:4][CH2:3][CH2:2]1.Br[CH2:13][C:14]#[N:15]>>[N:1]1([CH:6]2[CH2:11][CH2:10][N:9]([CH2:13][C:14]#[N:15])[CH2:8][CH2:7]2)[CH2:5][CH2:4][CH2:3][CH2:2]1. Procedure details: The title compound is synthesized by coupling of 4-Pyrrolidin-1-yl-piperidine (commercially available from CHESS GmbH) and bromoacetonitrile analogously to the preparation of Intermediate 149.2 as a white solid; ES-MS: M+=194.1: 1HNMR(DMSO-d6) 3.65 (s, 2H), 2.75-2.70 (m, 2H), 2.45-2.40 (m, 4H), 2.20-2.10 (m, 2H), 1.90-1.75 (m, 3H), 1.65-1.60 (m, 4H), 1.45-1.30 (m, 2H).